This data is from the Open Reaction Database (ORD), a public repository of structured organic reaction records. The task is: describe an organic reaction: reactants, conditions, products, and yield The reactants are O=C(O)c1ccc2cc(Br)ccc2c1, [Cl-], N, O=S(Cl)Cl. Product: NC(=O)c1ccc2cc(Br)ccc2c1. RXN SMILES: [Br:1][c:2]1[cH:3][c:4]2[cH:5][cH:6][c:7]([C:12](=[O:13])[OH:14])[cH:8][c:9]2[cH:10][cH:11]1.[Cl-:15].[NH3:16].[S:17]([Cl:18])([Cl:19])=[O:20]>>[Br:1][c:2]1[cH:3][c:4]2[cH:5][cH:6][c:7]([C:12](=[O:14])[NH2:16])[cH:8][c:9]2[cH:10][cH:11]1.